From a dataset of the Open Reaction Database (ORD), a public repository of structured organic reaction records. describe an organic reaction: reactants, conditions, products, and yield The reactants are O (water), CC(C)(C)[O-].[K+] (t-BuOK), C(C)OC1=C(C(=C(C=C1)C1CCC(CC1)C=O)F)F (4-(4-ethoxy-2,3-difluorophenyl)cyclohexane-carboaldehyde), [Cl-].COC[P+](C1=CC=CC=C1)(C1=CC=CC=C1)C1=CC=CC=C1 (methoxymethyltriphenylphosphonium chloride). Run in C1CCOC1 (THF), C1CCOC1 (THF). Reaction conditions: time 1 hour. The product is C(C)OC1=C(C(=C(C=C1)C1CCC(CC1)C=COC)F)F (1-ethoxy-2,3-difluoro-4-[4-(2-methoxyvinyl)-cyclohexyl]benzene). Isolated yield 88.7%. As a reaction SMILES: [Cl-].[CH3:2][O:3][CH2:4][P+](C1C=CC=CC=1)(C1C=CC=CC=1)C1C=CC=CC=1.CC([O-])(C)C.[K+].[CH2:30]([O:32][C:33]1[CH:38]=[CH:37][C:36]([CH:39]2[CH2:44][CH2:43][CH:42]([CH:45]=O)[CH2:41][CH2:40]2)=[C:35]([F:47])[C:34]=1[F:48])[CH3:31].O>C1COCC1>[CH2:30]([O:32][C:33]1[CH:38]=[CH:37][C:36]([CH:39]2[CH2:44][CH2:43][CH:42]([CH:45]=[CH:2][O:3][CH3:4])[CH2:41][CH2:40]2)=[C:35]([F:47])[C:34]=1[F:48])[CH3:31] |f:0.1,2.3|. Procedure details: In a reactor under nitrogen atmosphere, 25 mL of THF was added to 7.7 g of methoxymethyltriphenylphosphonium chloride, and the mixture was cooled to −20° C., to which 2.5 g of t-BuOK was added, followed by stirring for 1 hour A solution containing 5.0 g of 4-(4-ethoxy-2,3-difluorophenyl)cyclohexane-carboaldehyde dissolved in 50 mL of THF was added dropwise thereto, followed by stirring for 1 hour. The temperature of the reaction mixture was increased to room temperature, and 100 mL of water was ... Reactants: N1(CCCC1)C(=O)[C@H]1CN(CCC1)C(=O)OC(C)(C)C ((R)-tert-butyl 3-(pyrrolidine-1-carbonyl)piperidine-1-carboxylate), Cl (hydrogen chloride), O1CCOCC1 (1,4-dioxane). Run in ClCCl (dichloromethane). Run at time 1 hour. The product is Cl.N1C[C@@H](CCC1)C(=O)N1CCCC1 ((R)-piperidin-3-yl(pyrrolidin-1-yl)methanone hydrochloride). Reaction SMILES: [N:1]1([C:6]([C@@H:8]2[CH2:13][CH2:12][CH2:11][N:10](C(OC(C)(C)C)=O)[CH2:9]2)=[O:7])[CH2:5][CH2:4][CH2:3][CH2:2]1.[ClH:21].O1CCOCC1>ClCCl>[ClH:21].[NH:10]1[CH2:11][CH2:12][CH2:13][C@@H:8]([C:6]([N:1]2[CH2:2][CH2:3][CH2:4][CH2:5]2)=[O:7])[CH2:9]1 |f:4.5|. Procedure: To a solution of (R)-tert-butyl 3-(pyrrolidine-1-carbonyl)piperidine-1-carboxylate (58.82 g, 208.3 mmol) in anhydrous dichloromethane (100 mL) was added hydrogen chloride in 1,4-dioxane (260 mL, 1040 mmol, 4M). The reaction mixture was stirred vigorously at room temperature for 1 h. The solvent was removed under reduced pressure and the residue was left standing overnight at room temperature. The residue was triturated with ether (250 mL). The ether was decanted and dichloromethane was added fol...